From a dataset of the Open Reaction Database (ORD), a public repository of structured organic reaction records. describe an organic reaction: reactants, conditions, products, and yield Reactants: BrC=1C=C(C(=NC1)Cl)C(C)=O (1-(5-bromo-2-chloropyridin-3-yl)ethanone), NN (hydrazine). Reaction conditions: time 8 hour. The product is BrC=1C=C2C(=NC1)NN=C2C (5-Bromo-3-methyl-1H-pyrazolo[3,4-b]pyridine). Reaction SMILES: [Br:1][C:2]1[CH:3]=[C:4]([C:9](=O)[CH3:10])[C:5](Cl)=[N:6][CH:7]=1.[NH2:12][NH2:13]>>[Br:1][C:2]1[CH:3]=[C:4]2[C:9]([CH3:10])=[N:13][NH:12][C:5]2=[N:6][CH:7]=1. Reported procedure: Starting material 1-(5-bromo-2-chloropyridin-3-yl)ethanone (5.8 g, 24.7 mmol) and 100 ml anhydrous hydrazine was charged into 500 ml round bottom flask and the resulting mixture was allowed to stir at room temperature for overnight. After removing the excess hydrazine via rotatory evaporation under reduced pressure, the remaining residue was diluted with distilled water and solid was appeared. After filtering the water, the resulting solid was taken up in ethylacetate and saturated aqueous sodiu... Reactants: CC1(OCCO1)C1=CC=C(O1)CN1N=CC(=C1)N (1-[5-(2-methyl-[1,3]dioxolan-2-yl)-furan-2-ylmethyl]-1H-pyrazol-4-ylamine), FC1=C(C=C(C(=C1)OC)F)/C=C/C(=O)O ((E)-3-(2,5-difluoro-4-methoxy-phenyl)-acrylic acid), 01b. Product: C(C)(=O)C1=CC=C(O1)CN1N=CC(=C1)NC(\C=C\C1=C(C=C(C(=C1)F)OC)F)=O ((E)-N-[1-(5-Acetyl-furan-2-ylmethyl)-1H-pyrazol-4-yl]-3-(2,5-difluoro-4-methoxy-phenyl)-acrylamide). RXN SMILES: [CH3:1][C:2]1([C:7]2[O:11][C:10]([CH2:12][N:13]3[CH:17]=[C:16]([NH2:18])[CH:15]=[N:14]3)=[CH:9][CH:8]=2)[O:6]CCO1.[F:19][C:20]1[CH:25]=[C:24]([O:26][CH3:27])[C:23]([F:28])=[CH:22][C:21]=1/[CH:29]=[CH:30]/[C:31](O)=[O:32]>>[C:2]([C:7]1[O:11][C:10]([CH2:12][N:13]2[CH:17]=[C:16]([NH:18][C:31](=[O:32])/[CH:30]=[CH:29]/[C:21]3[CH:22]=[C:23]([F:28])[C:24]([O:26][CH3:27])=[CH:25][C:20]=3[F:19])[CH:15]=[N:14]2)=[CH:9][CH:8]=1)(=[O:6])[CH3:1]. Procedure details: Following general procedure B followed by T, starting from 1-[5-(2-methyl-[1,3]dioxolan-2-yl)-furan-2-ylmethyl]-1H-pyrazol-4-ylamine and (E)-3-(2,5-difluoro-4-methoxy-phenyl)-acrylic acid. LC-MS-conditions 01b: tR=0.86 min; [M+H]+=402.17. Reactants: C(C)(=O)OC(C)=O (acetic anhydride), C1=CC(=CC=C1N)O (p-aminophenol). The product is C(C)(=O)NC1=CC=C(C=C1)O (N-acetyl-p-aminophenol). RXN SMILES: [C:1](OC(=O)C)(=[O:3])[CH3:2].[CH:8]1[C:13]([NH2:14])=[CH:12][CH:11]=[C:10]([OH:15])[CH:9]=1>>[C:1]([NH:14][C:13]1[CH:12]=[CH:11][C:10]([OH:15])=[CH:9][CH:8]=1)(=[O:3])[CH3:2]. Procedure: A process as set forth in claim 1 wherein the improvement further comprises reacting acetic anhydride with the p-aminophenol contained in said purified raffinate to produce N-acetyl-p-aminophenol, and recovering N-acetyl-p-aminophenol from the acetylation reaction mixture. Reactants: CC(C)(C)[Si](C)(C)Cl, OC1CN(C(c2ccccc2)c2ccccc2)C1, ClCCl, c1c[nH]cn1. Yields the product CC(C)(C)[Si](C)(C)OC1CN(C(c2ccccc2)c2ccccc2)C1. Reaction SMILES: [C:1]([CH3:2])([CH3:3])([CH3:4])[Si:5]([CH3:6])([CH3:7])[Cl:8].[CH:9]([c:10]1[cH:11][cH:12][cH:13][cH:14][cH:15]1)([c:16]1[cH:17][cH:18][cH:19][cH:20][cH:21]1)[N:22]1[CH2:23][CH:24]([OH:26])[CH2:25]1.[Cl:32][CH2:33][Cl:34].[nH:27]1[cH:28][cH:29][n:30][cH:31]1>>[C:1]([CH3:2])([CH3:3])([CH3:4])[Si:5]([CH3:6])([CH3:7])[O:26][CH:24]1[CH2:23][N:22]([CH:9]([c:10]2[cH:11][cH:12][cH:13][cH:14][cH:15]2)[c:16]2[cH:17][cH:18][cH:19][cH:20][cH:21]2)[CH2:25]1. Reactants: BrC1=CC(=C(N)C(=C1)F)F (4-Bromo-2,6-difluoro aniline), C(C)(C)OC=1C=C(C=CC1)B(O)O (3-isopropoxyphenylboronic acid). Yields the product FC=1C=C(C=C(C1N)F)C1=CC(=CC=C1)OC(C)C (3,5-difluoro-3′-isopropoxybiphenyl-4-amine). The yield is 53.8%. As a reaction SMILES: Br[C:2]1[CH:8]=[C:7]([F:9])[C:5]([NH2:6])=[C:4]([F:10])[CH:3]=1.[CH:11]([O:14][C:15]1[CH:16]=[C:17](B(O)O)[CH:18]=[CH:19][CH:20]=1)([CH3:13])[CH3:12]>>[F:10][C:4]1[CH:3]=[C:2]([C:19]2[CH:18]=[CH:17][CH:16]=[C:15]([O:14][CH:11]([CH3:13])[CH3:12])[CH:20]=2)[CH:8]=[C:7]([F:9])[C:5]=1[NH2:6]. Procedure: The title compound (0.34 g) was prepared from 4-Bromo-2,6-difluoro aniline (0.5 g, 2.4 mmol) and 3-isopropoxyphenylboronic acid (0.337 g, 3.1 mmol) as a red liquid. 1H-NMR (δ ppm, DMSO-d6, 400 MHz): 7.30-7.22 (m, 3H), 7.16-7.07 (m, 2H), 6.89 (dd, J 2.3, 8.1, 1H), 5.32 (s, 2H), 4.68 (septet, J 6, 1H), 1.26 (d, J 6, 6H). Starting materials: CC(C)(C)OC(=O)N1CCC(C#N)(c2ccc(Cl)c(F)c2)CC1, Cl, [Na+], C1COCCO1, [OH-], O. Product: CC(C)(C)OC(=O)N1CCC(C(=O)O)(c2ccc(Cl)c(F)c2)CC1. As a reaction SMILES: [Cl:1][c:2]1[c:3]([F:23])[cH:4][c:5]([C:8]2([C:21]#[N:22])[CH2:9][CH2:10][N:11]([C:14](=[O:15])[O:16][C:17]([CH3:18])([CH3:19])[CH3:20])[CH2:12][CH2:13]2)[cH:6][cH:7]1.[ClH:24].[Na+:26].[O:27]1[CH2:28][CH2:29][O:30][CH2:31][CH2:32]1.[OH-:25].[OH2:33]>>[Cl:1][c:2]1[c:3]([F:23])[cH:4][c:5]([C:8]2([C:21](=[O:25])[OH:33])[CH2:9][CH2:10][N:11]([C:14](=[O:15])[O:16][C:17]([CH3:18])([CH3:19])[CH3:20])[CH2:12][CH2:13]2)[cH:6][cH:7]1. Reactants: CC1(OCC2=C(O1)C=CC(=C2)[C@H](CNCCCCCCOCCC#CC=2C=C(C=CC2)S(=O)(=O)N(CC(=O)N)COCC[Si](C)(C)C)O)C (N2-[(3-{4-[(6-{[(2R)-2-(2,2-Dimethyl-4H-1,3-benzodioxin-6-yl)-2-hydroxyethyl]amino}hexyl)oxy]but-1-ynyl}phenyl)sulfonyl]-N2-{[2-(trimethylsilyl)ethoxy]methyl}glycinamide). The reagents and catalysts are [Pt]=O (platinum oxide). Run in C(C)O (ethanol). The product is CC1(OCC2=C(O1)C=CC(=C2)[C@H](CNCCCCCCOCCCCC=2C=C(C=CC2)S(=O)(=O)N(CC(=O)N)COCC[Si](C)(C)C)O)C (N2-[(3-{4-[(6-{[(2R)-2-(2,2-Dimethyl-4H-1,3-benzodioxin-6-yl)-2-hydroxyethyl]amino}hexyl)oxy]butyl}phenyl)sulfonyl]-N2-{[2-(trimethylsilyl)ethoxy]methyl}glycinamide). Yield: 100.5%. As a reaction SMILES: [CH3:1][C:2]1([CH3:49])[O:7][C:6]2[CH:8]=[CH:9][C:10]([C@@H:12]([OH:48])[CH2:13][NH:14][CH2:15][CH2:16][CH2:17][CH2:18][CH2:19][CH2:20][O:21][CH2:22][CH2:23][C:24]#[C:25][C:26]3[CH:27]=[C:28]([S:32]([N:35]([CH2:40][O:41][CH2:42][CH2:43][Si:44]([CH3:47])([CH3:46])[CH3:45])[CH2:36][C:37]([NH2:39])=[O:38])(=[O:34])=[O:33])[CH:29]=[CH:30][CH:31]=3)=[CH:11][C:5]=2[CH2:4][O:3]1>C(O)C.[Pt]=O>[CH3:1][C:2]1([CH3:49])[O:7][C:6]2[CH:8]=[CH:9][C:10]([C@@H:12]([OH:48])[CH2:13][NH:14][CH2:15][CH2:16][CH2:17][CH2:18][CH2:19][CH2:20][O:21][CH2:22][CH2:23][CH2:24][CH2:25][C:26]3[CH:27]=[C:28]([S:32]([N:35]([CH2:40][O:41][CH2:42][CH2:43][Si:44]([CH3:47])([CH3:46])[CH3:45])[CH2:36][C:37]([NH2:39])=[O:38])(=[O:34])=[O:33])[CH:29]=[CH:30][CH:31]=3)=[CH:11][C:5]=2[CH2:4][O:3]1. Reported procedure: N2-[(3-{4-[(6-{[(2R)-2-(2,2-Dimethyl-4H-1,3-benzodioxin-6-yl)-2-hydroxyethyl]amino}hexyl)oxy]but-1-ynyl}phenyl)sulfonyl]-N2-{[2-(trimethylsilyl)ethoxy]methyl}glycinamide (0.09 g) was stirred with platinum oxide (0.023 g) in ethanol (20 ml) under hydrogen for 3.5 h. The catalyst was filtered off with the aid of celite and the filter cake was leached with ethanol. The combined filtrates were evaporated to give the title compound (0.091 g) LCMS RT=3.10 min. Starting materials: O (water), ICCCCC\C=C(\C=1C=NC=CC1)/C1=CC=CC=C1 ((E)-1-Iodo-7-phenyl-7-(3-pyridyl)-6-heptene), C1(=CC=CC=C1)O (phenol), [H-].[Na+] (sodium hydride). The solvent is O1CCCC1 (tetrahydrofuran), CN(C=O)C (dimethylformamide). Conditions: time 1.5 hour. Yields the product O(C1=CC=CC=C1)CCCCC\C=C(\C=1C=NC=CC1)/C1=CC=CC=C1 ((E)-1-phenoxy-7-phenyl-7-(3-pyridyl)-6-heptene). Yield: 91.0%. Reaction SMILES: I[CH2:2][CH2:3][CH2:4][CH2:5][CH2:6]/[CH:7]=[C:8](\[C:15]1[CH:20]=[CH:19][CH:18]=[CH:17][CH:16]=1)/[C:9]1[CH:10]=[N:11][CH:12]=[CH:13][CH:14]=1.[C:21]1([OH:27])[CH:26]=[CH:25][CH:24]=[CH:23][CH:22]=1.[H-].[Na+].O>O1CCCC1.CN(C)C=O>[O:27]([CH2:2][CH2:3][CH2:4][CH2:5][CH2:6]/[CH:7]=[C:8](\[C:15]1[CH:20]=[CH:19][CH:18]=[CH:17][CH:16]=1)/[C:9]1[CH:10]=[N:11][CH:12]=[CH:13][CH:14]=1)[C:21]1[CH:26]=[CH:25][CH:24]=[CH:23][CH:22]=1 |f:2.3|. Procedure details: (E)-1-Iodo-7-phenyl-7-(3-pyridyl)-6-heptene (0.6 g, 1.6 mmoles) and phenol (0.2 g, 2.1 mmoles) were dissolved in a mixture of tetrahydrofuran (10 ml) and dimethylformamide (2 ml), and sodium hydride (60% dispersion in oil, 0.1 g, 2.5 mmoles) was added to the solution. The mixture was stirred at room temperature for 1.5 hours. To the reaction mixture was added water (20 ml), followed by extraction of the product with ether. The organic layer was washed with water, dried and concentrated under red...